This data is from the Open Reaction Database (ORD), a public repository of structured organic reaction records. The task is: describe an organic reaction: reactants, conditions, products, and yield The reactants are CO, CS(=O)(=O)O, CCOC(C)=O, CN(C)C=O, COc1cc2nccc(Oc3ccc(NC(=O)Nc4cc(C)on4)c(Cl)c3)c2cc1OC. Yields the product CS(=O)(=O)O, COc1cc2nccc(Oc3ccc(NC(=O)Nc4cc(C)on4)c(Cl)c3)c2cc1OC. Reaction SMILES: [CH3:33][OH:34].[CH3:35][S:36]([OH:37])(=[O:38])=[O:39].[CH3:40][CH2:41][O:42][C:43](=[O:44])[CH3:45].[CH3:46][N:47]([CH3:48])[CH:49]=[O:50].[Cl:1][c:2]1[c:3]([NH:23][C:24](=[O:25])[NH:26][c:27]2[n:28][o:29][c:30]([CH3:32])[cH:31]2)[cH:4][cH:5][c:6]([O:8][c:9]2[cH:10][cH:11][n:12][c:13]3[cH:14][c:15]([O:21][CH3:22])[c:16]([O:19][CH3:20])[cH:17][c:18]23)[cH:7]1>>[CH3:35][S:36](=[O:37])(=[O:38])[OH:39].[Cl:1][c:2]1[c:3]([NH:23][C:24](=[O:25])[NH:26][c:27]2[n:28][o:29][c:30]([CH3:32])[cH:31]2)[cH:4][cH:5][c:6]([O:8][c:9]2[cH:10][cH:11][n:12][c:13]3[cH:14][c:15]([O:21][CH3:22])[c:16]([O:19][CH3:20])[cH:17][c:18]23)[cH:7]1. Reactants: C(C1=CC=CC=C1)OC1=C(C=C(C=C1OC)CCCC1C(NC(S1)=O)=O)OC (5-[3-(4-benzyloxy-3,5-dimethoxyphenyl)-propyl]-2,4-thiazolidinedione). Reagents/catalysts: [Ti](Cl)(Cl)(Cl)Cl (titanium tetrachloride). Yields the product OC1=C(C=C(C=C1OC)CCCC1C(NC(S1)=O)=O)OC (5-[3-(4-hydroxy-3,5-dimethoxyphenyl)-propyl]-2,4-thiazolidinedione). Yield: 82.0%. Reaction SMILES: C([O:8][C:9]1[C:14]([O:15][CH3:16])=[CH:13][C:12]([CH2:17][CH2:18][CH2:19][CH:20]2[S:24][C:23](=[O:25])[NH:22][C:21]2=[O:26])=[CH:11][C:10]=1[O:27][CH3:28])C1C=CC=CC=1>[Ti](Cl)(Cl)(Cl)Cl>[OH:8][C:9]1[C:10]([O:27][CH3:28])=[CH:11][C:12]([CH2:17][CH2:18][CH2:19][CH:20]2[S:24][C:23](=[O:25])[NH:22][C:21]2=[O:26])=[CH:13][C:14]=1[O:15][CH3:16]. Procedure: According to the same manner as that described in Reference Example 37, 5-[3-(4-benzyloxy-3,5-dimethoxyphenyl)-propyl]-2,4-thiazolidinedione was treated with titanium tetrachloride to give 5-[3-(4-hydroxy-3,5-dimethoxyphenyl)-propyl]-2,4-thiazolidinedione as an oil (yield: 82%). Reactants: CCOC(=O)C1CCC(N)CC1, CCO, CCN(C(C)C)C(C)C, Clc1nc2ccccc2[nH]1. Product: CCOC(=O)C1CCC(Nc2nc3ccccc3[nH]2)CC1. Reaction SMILES: [CH2:11]([CH3:12])[O:13][C:14](=[O:15])[CH:16]1[CH2:17][CH2:18][CH:19]([NH2:22])[CH2:20][CH2:21]1.[CH3:32][CH2:33][OH:34].[CH:23]([N:24]([CH:25]([CH3:26])[CH3:27])[CH2:28][CH3:29])([CH3:30])[CH3:31].[Cl:1][c:2]1[nH:3][c:4]2[c:5]([n:6]1)[cH:7][cH:8][cH:9][cH:10]2>>[c:2]1([NH:22][CH:19]2[CH2:18][CH2:17][CH:16]([C:14]([O:13][CH2:11][CH3:12])=[O:15])[CH2:21][CH2:20]2)[nH:3][c:4]2[c:5]([n:6]1)[cH:7][cH:8][cH:9][cH:10]2. The reactants are C1CCOC1, C[S+](C)(C)=O, CC(C)(C)[O-], CS(C)=O, [I-], [K+], C=C(c1ccc2nc(-c3ccc(C4OCCCO4)cc3F)sc2n1)C1CC(F)(F)C1. Yields the product Fc1cc(C2OCCCO2)ccc1-c1nc2ccc(C3(C4CC(F)(F)C4)CC3)nc2s1. Reaction SMILES: [CH2:43]1[O:44][CH2:45][CH2:46][CH2:47]1.[CH3:32][S+:33]([CH3:34])([CH3:35])=[O:36].[CH3:37][C:38]([O-:39])([CH3:40])[CH3:41].[CH3:48][S:49]([CH3:50])=[O:51].[I-:31].[K+:42].[O:1]1[CH:2]([c:7]2[cH:8][c:9]([F:30])[c:10](-[c:13]3[s:14][c:15]4[n:16][c:17]([C:22](=[CH2:23])[CH:24]5[CH2:25][C:26]([F:28])([F:29])[CH2:27]5)[cH:18][cH:19][c:20]4[n:21]3)[cH:11][cH:12]2)[O:3][CH2:4][CH2:5][CH2:6]1>>[O:1]1[CH:2]([c:7]2[cH:8][c:9]([F:30])[c:10](-[c:13]3[s:14][c:15]4[n:16][c:17]([C:22]5([CH:24]6[CH2:25][C:26]([F:28])([F:29])[CH2:27]6)[CH2:23][CH2:32]5)[cH:18][cH:19][c:20]4[n:21]3)[cH:11][cH:12]2)[O:3][CH2:4][CH2:5][CH2:6]1. Reactants: [BH4-], CCCCCCCCCCCCCCCCOCC(CSCCCCCCCCCCCCCCCC)C(=O)OCC, [Li+], C1CCOC1, O. The product is CCCCCCCCCCCCCCCCOCC(CO)CSCCCCCCCCCCCCCCCC. RXN SMILES: [BH4-:1].[CH2:3]([CH2:4][CH2:5][CH2:6][CH2:7][CH2:8][CH2:9][CH2:10][CH2:11][CH2:12][CH2:13][CH2:14][CH2:15][CH2:16][CH2:17][CH3:18])[O:19][CH2:20][CH:21]([C:22](=[O:23])[O:24][CH2:25][CH3:26])[CH2:27][S:28][CH2:29][CH2:30][CH2:31][CH2:32][CH2:33][CH2:34][CH2:35][CH2:36][CH2:37][CH2:38][CH2:39][CH2:40][CH2:41][CH2:42][CH2:43][CH3:44].[Li+:2].[O:46]1[CH2:47][CH2:48][CH2:49][CH2:50]1.[OH2:45]>>[CH2:3]([CH2:4][CH2:5][CH2:6][CH2:7][CH2:8][CH2:9][CH2:10][CH2:11][CH2:12][CH2:13][CH2:14][CH2:15][CH2:16][CH2:17][CH3:18])[O:19][CH2:20][CH:21]([CH2:22][OH:23])[CH2:27][S:28][CH2:29][CH2:30][CH2:31][CH2:32][CH2:33][CH2:34][CH2:35][CH2:36][CH2:37][CH2:38][CH2:39][CH2:40][CH2:41][CH2:42][CH2:43][CH3:44]. Reactants: ClC(Cl)(OC(OC(Cl)(Cl)Cl)=O)Cl (triphosgene), CO (Methanol), ClC1=C(N)C=CC(=C1)OC1=CC=NC2=CC(=C(C=C12)OC)OC (2-Chloro-4-[(6,7-dimethoxy-4-quinolyl)oxy]aniline), NC1=NC=C(C=C1)Cl (2-amino-5-chloropyridine). Run in C(C)N(CC)CC (triethylamine), ClCCl (dichloromethane), C(Cl)(Cl)Cl (chloroform). Reaction conditions: time 30 minute. The product is ClC1=C(C=CC(=C1)OC1=CC=NC2=CC(=C(C=C12)OC)OC)NC(=O)NC1=NC=C(C=C1)Cl (N-{2-chloro-4-[(6,7-dimethoxy-4-quinolyl)oxy]phenyl}-N′-(5-chloro-2-pyridyl)urea). The yield is 82.7%. Reaction SMILES: [Cl:1][C:2]1[CH:8]=[C:7]([O:9][C:10]2[C:19]3[C:14](=[CH:15][C:16]([O:22][CH3:23])=[C:17]([O:20][CH3:21])[CH:18]=3)[N:13]=[CH:12][CH:11]=2)[CH:6]=[CH:5][C:3]=1[NH2:4].Cl[C:25](Cl)([O:27]C(=O)OC(Cl)(Cl)Cl)Cl.[NH2:36][C:37]1[CH:42]=[CH:41][C:40]([Cl:43])=[CH:39][N:38]=1.CO>C(Cl)(Cl)Cl.C(N(CC)CC)C.ClCCl>[Cl:1][C:2]1[CH:8]=[C:7]([O:9][C:10]2[C:19]3[C:14](=[CH:15][C:16]([O:22][CH3:23])=[C:17]([O:20][CH3:21])[CH:18]=3)[N:13]=[CH:12][CH:11]=2)[CH:6]=[CH:5][C:3]=1[NH:4][C:25]([NH:36][C:37]1[CH:42]=[CH:41][C:40]([Cl:43])=[CH:39][N:38]=1)=[O:27]. Reported procedure: 2-Chloro-4-[(6,7-dimethoxy-4-quinolyl)oxy]aniline (122 mg) was dissolved in chloroform (10 ml) and triethylamine (1 ml), and a solution of triphosgene (110 mg) in dichloromethane was then added to the solution. The mixture was stirred at room temperature for 30 min. Next, 2-amino-5-chloropyridine (143 mg) was added to the reaction solution, and the mixture was stirred at room temperature for 2 hr. Methanol was added to the reaction solution, and the solvent was removed by distillation under the ... Starting materials: CON, CCOC(=O)C(C)(C)Oc1ccc(OCCn2c(=O)sc3cc(C(=O)c4cccc(Cl)c4)ccc32)cc1, Cl, Cl, O, c1ccncc1. Yields the product CCOC(=O)C(C)(C)Oc1ccc(OCCn2c(=O)sc3cc(C(=NOC)c4cccc(Cl)c4)ccc32)cc1. Reaction SMILES: [CH3:39][O:40][NH2:41].[Cl:1][c:2]1[cH:3][c:4]([C:5](=[O:6])[c:7]2[cH:8][c:9]3[c:10]([n:11]([CH2:15][CH2:16][O:17][c:18]4[cH:19][cH:20][c:21]([O:22][C:23]([C:24](=[O:25])[O:26][CH2:27][CH3:28])([CH3:29])[CH3:30])[cH:31][cH:32]4)[c:12](=[O:14])[s:13]3)[cH:33][cH:34]2)[cH:35][cH:36][cH:37]1.[ClH:38].[ClH:43].[OH2:42].[cH:44]1[cH:45][cH:46][n:47][cH:48][cH:49]1>>[Cl:1][c:2]1[cH:3][c:4]([C:5]([c:7]2[cH:8][c:9]3[c:10]([n:11]([CH2:15][CH2:16][O:17][c:18]4[cH:19][cH:20][c:21]([O:22][C:23]([C:24](=[O:25])[O:26][CH2:27][CH3:28])([CH3:29])[CH3:30])[cH:31][cH:32]4)[c:12](=[O:14])[s:13]3)[cH:33][cH:34]2)=[N:41][O:40][CH3:39])[cH:35][cH:36][cH:37]1. Reactants: C(OCC(Cl)(Cl)Cl)(=O)Cl (2,2,2-trichloroethyl carbonochloridate), N1=CC=CC=C1 (pyridine), NC1=CC=C2COC(C2=C1)=O (6-aminoisobenzofuran-1(3H)-one). The solvent is ClCCl (dichloromethane). Run at temperature 25 celsius, time 1 hour. Yields the product ClC(COC(NC=1C=C2C(OCC2=CC1)=O)=O)(Cl)Cl (2,2,2-trichloroethyl(3-oxo-1,3-dihydroisobenzofuran-5-yl)carbamate). Yield: 58.3%. As a reaction SMILES: [NH2:1][C:2]1[CH:10]=[C:9]2[C:5]([CH2:6][O:7][C:8]2=[O:11])=[CH:4][CH:3]=1.[C:12](Cl)(=[O:19])[O:13][CH2:14][C:15]([Cl:18])([Cl:17])[Cl:16].N1C=CC=CC=1>ClCCl>[Cl:16][C:15]([Cl:18])([Cl:17])[CH2:14][O:13][C:12](=[O:19])[NH:1][C:2]1[CH:10]=[C:9]2[C:5](=[CH:4][CH:3]=1)[CH2:6][O:7][C:8]2=[O:11]. Reported procedure: To a suspension of 6-aminoisobenzofuran-1(3H)-one 1 (Maybridge, 13.43 g, 90 mmol) in dichloromethane (DCM, 200 mL) at 0° C. was added 2,2,2-trichloroethyl carbonochloridate 1a (18.23 mL, 135 mmol) and pyridine (17.79 mL, 180 mmol). The reaction mixture was stirred at room temperature (RT, ca. 25° C.) for 1 h. Thin layer chromatography (TLC) and high performance liquid chromatography (HPLC) showed the reaction was complete. The reaction mixture was filtered and washed with DCM (2×30 mL) to afford... Reactants: N1(C=NC=C1)CCCC1CCN(CC1)C=O (4[3-(1H-imidazol-1-yl)propyl]-1-piperidinecarboxaldehyde). The solvent is O1CCOCC1 (dioxane). Yields the product N1(C=NC=C1)CCCC1CCNCC1 (4-[3-(1H-Imidazol-1-yl)propyl]-piperidine). Yield: 83.7%. Reaction SMILES: [N:1]1([CH2:6][CH2:7][CH2:8][CH:9]2[CH2:14][CH2:13][N:12](C=O)[CH2:11][CH2:10]2)[CH:5]=[CH:4][N:3]=[CH:2]1>O1CCOCC1>[N:1]1([CH2:6][CH2:7][CH2:8][CH:9]2[CH2:14][CH2:13][NH:12][CH2:11][CH2:10]2)[CH:5]=[CH:4][N:3]=[CH:2]1. Reported procedure: A mixture of 4[3-(1H-imidazol-1-yl)propyl]-1-piperidinecarboxaldehyde (2.12 g, 0.0095M) in dioxane (80 ml) and 2NHCl (11 ml) was refluxed for 51/2 hrs. After the reaction, the solvent was removed, water was added and the solution was basified with 2N NaOH to pH 10 and extracted with CH2Cl2 (3×50 ml). The extracts were concentrated to give an oil (1.55 g, 80%). The dihydrochloride salt of the 4[3-(1H-imidazol-1-yl)propyl]-piperidine which was crystallized from acetone has m.p. 184°-186° C. The reactants are BrC1=NC(=CC(=C1)S(=O)(=O)C1=CC=C(C=C1)N)Br (4-(2,6-dibromopyridine-4-sulphonyl)-phenylamine), CN (methylamine). Solvent: O1CCOCC1 (dioxane), C(C)O (ethanol). Conditions: time 48 hour. Yields the product NC1=CC=C(C=C1)S(=O)(=O)C1=CC(=NC(=C1)Br)NC ([4-(4-aminobenzenesulphonyl)-6-bromopyridin-2-yl]-methylamine). Yield: 69.0%. RXN SMILES: Br[C:2]1[CH:7]=[C:6]([S:8]([C:11]2[CH:16]=[CH:15][C:14]([NH2:17])=[CH:13][CH:12]=2)(=[O:10])=[O:9])[CH:5]=[C:4]([Br:18])[N:3]=1.[CH3:19][NH2:20]>O1CCOCC1.C(O)C>[NH2:17][C:14]1[CH:15]=[CH:16][C:11]([S:8]([C:6]2[CH:5]=[C:4]([Br:18])[N:3]=[C:2]([NH:20][CH3:19])[CH:7]=2)(=[O:10])=[O:9])=[CH:12][CH:13]=1. Procedure details: 1.45 g (0.0037 mol) of 4-(2,6-dibromopyridine-4-sulphonyl)-phenylamine were dissolved in 40 ml of dioxane and treated with 9.6 ml of 8M methylamine in ethanol. The mixture was stirred at room temperature for 48 hrs., the solvents were removed and the residue was chromatographed on silica gel with ethyl acetate/hexane 1:3 and 1:2. The product-containing fractions, after concentration, were suspended in 50 ml of diethyl ether, treated in an ultrasound bath for 1 hr., then treated with 75 ml of hex...